This data is from the Open Reaction Database (ORD), a public repository of structured organic reaction records. The task is: describe an organic reaction: reactants, conditions, products, and yield Starting materials: C(C)(=O)OCCBr (bromoethyl acetate), Cl.Cl.C1(CCCCC1)COC=1C=2N(C=CC1)C(=C(N2)C)C(=O)N[C@@H]2CNCCC2 (8-(cyclohexylmethoxy)-2-methyl-N-[(3S)-piperidin-3-yl]imidazo[1,2-a]pyridine-3-carboxamide dihydrochloride), C([O-])([O-])=O.[K+].[K+] (potassium carbonate), C(C)#N (acetonitrile). Run in C(Cl)(Cl)Cl (chloroform), O (water), CN(C)C=O (DMF). Run at time 3 hour. Product: C(C)OC(CN1C[C@H](CCC1)NC(=O)C1=C(N=C2N1C=CC=C2OCC2CCCCC2)C)=O (ethyl[(3S)-3-({[8-(cyclohexylmethoxy)-2-methylimidazo[1,2-a]pyridin-3-yl]carbonyl}amino)piperidin-1-yl]acetate). As a reaction SMILES: Cl.Cl.[CH:3]1([CH2:9][O:10][C:11]2[C:12]3[N:13]([C:17]([C:21]([NH:23][C@H:24]4[CH2:29][CH2:28][CH2:27][NH:26][CH2:25]4)=[O:22])=[C:18]([CH3:20])[N:19]=3)[CH:14]=[CH:15][CH:16]=2)[CH2:8][CH2:7][CH2:6][CH2:5][CH2:4]1.C(=O)([O-])[O-].[K+].[K+].C(#N)C.[C:39]([O:42][CH2:43][CH2:44]Br)(=[O:41])[CH3:40]>C(Cl)(Cl)Cl.O.CN(C=O)C>[CH2:43]([O:42][C:39](=[O:41])[CH2:40][N:26]1[CH2:27][CH2:28][CH2:29][C@H:24]([NH:23][C:21]([C:17]2[N:13]3[CH:14]=[CH:15][CH:16]=[C:11]([O:10][CH2:9][CH:3]4[CH2:8][CH2:7][CH2:6][CH2:5][CH2:4]4)[C:12]3=[N:19][C:18]=2[CH3:20])=[O:22])[CH2:25]1)[CH3:44] |f:0.1.2,3.4.5|. Procedure: To a suspension of 307 mg of 8-(cyclohexylmethoxy)-2-methyl-N-[(3S)-piperidin-3-yl]imidazo[1,2-a]pyridine-3-carboxamide dihydrochloride, 335 mg of potassium carbonate, 5 ml of acetonitrile, and 5 ml of DMF was added 92 μl of bromoethyl acetate under ice-cooling, followed by stirring for 3 hours under ice-cooling. To the reaction mixture were added water and chloroform to carry out a layer separation operation. The organic layer was dried over anhydrous sodium sulfate and the solvent was evaporat... The reactants are [H][H] (hydrogen), [H][H] (hydrogen), COC(C(C)(C=1C=NC(=CC1)[N+](=O)[O-])C)=O (2-Methyl-2-(6-nitropyridin-3-yl)-propionic acid methyl ester). Reagents/catalysts: [Pd] (palladium on carbon), [Pd] (palladium on carbon). Solvent: C1CCOC1 (THF). Product: COC(C(C)(C)C=1C=NC(=CC1)N)=O (2-(6-amino-pyridin-3-yl)-2-methyl-propionic acid methyl ester). The yield is 91.9%. RXN SMILES: [CH3:1][O:2][C:3](=[O:16])[C:4]([CH3:15])([C:6]1[CH:7]=[N:8][C:9]([N+:12]([O-])=O)=[CH:10][CH:11]=1)[CH3:5].[H][H]>C1COCC1.[Pd]>[CH3:1][O:2][C:3](=[O:16])[C:4]([C:6]1[CH:7]=[N:8][C:9]([NH2:12])=[CH:10][CH:11]=1)([CH3:15])[CH3:5]. Reported procedure: 2-Methyl-2-(6-nitropyridin-3-yl)-propionic acid methyl ester (1.88 g, 8.4 mmol) was dissolved in THF and 200 mg of 10% palladium on carbon was added. The reaction was exposed to hydrogen at a pressure of 50 psi for 5 hrs. NMR showed the reduction was incomplete. More palladium on carbon was added and the reaction was exposed to hydrogen again at 50 psi for several hrs. The reaction was filtered through celite and concentrated to give 1.5 g (92%) of 2-(6-amino-pyridin-3-yl)-2-methyl-propionic aci...